Dataset: the Open Reaction Database (ORD), a public repository of structured organic reaction records. Task: describe an organic reaction: reactants, conditions, products, and yield Starting materials: ClC1=NC(=NC=C1)NC1CC(NC(C1)(C)C)(C)C ((4-chloro-pyrimidin-2-yl)-(2,2,6,6-tetramethyl-piperidin-4-yl)-amine), C(C)(C)(C)OC(NC(CC=1SC=CC1)(C)C)=O ((1,1-Dimethyl-2-thiophen-2-yl-ethyl)-carbamic acid tert-butyl ester), Cl (HCl). The solvent is O1CCOCC1 (dioxane). Product: NC(CC1=CC=C(S1)C1=NC(=NC=C1)NC1CC(NC(C1)(C)C)(C)C)(C)C ({4-[5-(2-Amino-2-methyl-propyl)-thiophen-2-yl]-pyrimidin-2-yl}-(2,2,6,6-tetramethyl-piperidin-4-yl)-amine). As a reaction SMILES: Cl[C:2]1[CH:7]=[CH:6][N:5]=[C:4]([NH:8][CH:9]2[CH2:14][C:13]([CH3:16])([CH3:15])[NH:12][C:11]([CH3:18])([CH3:17])[CH2:10]2)[N:3]=1.C(OC(=O)[NH:25][C:26]([CH3:34])([CH3:33])[CH2:27][C:28]1[S:29][CH:30]=[CH:31][CH:32]=1)(C)(C)C.Cl>O1CCOCC1>[NH2:25][C:26]([CH3:34])([CH3:33])[CH2:27][C:28]1[S:29][C:30]([C:2]2[CH:7]=[CH:6][N:5]=[C:4]([NH:8][CH:9]3[CH2:14][C:13]([CH3:16])([CH3:15])[NH:12][C:11]([CH3:18])([CH3:17])[CH2:10]3)[N:3]=2)=[CH:31][CH:32]=1. Procedure details: The title compound was prepared analogous to Method C, starting from (4-chloro-pyrimidin-2-yl)-(2,2,6,6-tetramethyl-piperidin-4-yl)-amine and (1,1-Dimethyl-2-thiophen-2-yl-ethyl)-carbamic acid tert-butyl ester (prepared by BOC protection of 1,1-Dimethyl-2-thiophen-2-yl-ethylamine), followed by BOC cleavage with HCl in dioxane. Starting materials: [OH-].[Na+] (sodium hydroxide), C(C(O)C1=CC=CC=C1)(=O)[O-].[Na+].C(C)(=O)[O-].[Na+] (sodium mandelate sodium acetate), Cl (HCl). Procedure: To the filtrate remaining after process A above was added 201 grams of 50% sodium hydroxide solution, for a pH of 12.9. The basic solution was extracted 3 times with toluene, for a total toluene addition of 325 grams. The toluene and (-)PEA were distilled off under vacuum, resulting in a recovery of 303.6 grams (93.4%) of toluene, and L(-)PEA in about 260.2 grams. The sodium mandelate/sodium acetate phase was neutralized with 305.4 grams HCl, giving a pH of about 0.8. This was extracted 4 times ... Product: C(C(O)C1=CC=CC=C1)(=O)O (mandelic acid). RXN SMILES: [OH-].[Na+].[C:3]([O-:13])(=[O:12])[CH:4]([C:6]1[CH:11]=[CH:10][CH:9]=[CH:8][CH:7]=1)[OH:5].[Na+].C([O-])(=O)C.[Na+].Cl>>[C:3]([OH:13])(=[O:12])[CH:4]([C:6]1[CH:11]=[CH:10][CH:9]=[CH:8][CH:7]=1)[OH:5] |f:0.1,2.3.4.5|. The reactants are COP(OC)(=O)CC(C(CCCC)(F)F)=O (dimethyl(3,3-difluoro-2-oxoheptyl)phosphonate), [H-].[Na+] (sodium hydride), C(C)(=O)O[C@H]1C[C@H]([C@@H]([C@H]1CCCCCCC(=O)OC)C=O)OC1OCCCC1 (methyl 7-[(1R,2R,3R,5S)-5-acetoxy-2-formyl-3-(2-tetrahydropyranyloxy)cyclopentyl]heptanate). Solvent: C1CCOC1 (THF), C1CCOC1 (THF). Run at time 15 minute. The product is C(C)(=O)O[C@H]1C[C@H]([C@@H]([C@H]1CCCCCCC(=O)OC)\C=C\C(C(CCCC)(F)F)=O)OC1OCCCC1 (methyl 7-[(1R,2R,3R,5S)-5-acetoxy-2-((E)-4,4-difluoro-3-oxo-1-octenyl)-3-(2-tetrahydropyranyloxy)cyclopentyl]heptanate). As a reaction SMILES: COP([CH2:7][C:8](=[O:16])[C:9]([F:15])([F:14])[CH2:10][CH2:11][CH2:12][CH3:13])(=O)OC.[H-].[Na+].[C:19]([O:22][C@@H:23]1[C@H:27]([CH2:28][CH2:29][CH2:30][CH2:31][CH2:32][CH2:33][C:34]([O:36][CH3:37])=[O:35])[C@@H:26]([CH:38]=O)[C@H:25]([O:40][CH:41]2[CH2:46][CH2:45][CH2:44][CH2:43][O:42]2)[CH2:24]1)(=[O:21])[CH3:20]>C1COCC1>[C:19]([O:22][C@@H:23]1[C@H:27]([CH2:28][CH2:29][CH2:30][CH2:31][CH2:32][CH2:33][C:34]([O:36][CH3:37])=[O:35])[C@@H:26](/[CH:38]=[CH:7]/[C:8](=[O:16])[C:9]([F:14])([F:15])[CH2:10][CH2:11][CH2:12][CH3:13])[C@H:25]([O:40][CH:41]2[CH2:46][CH2:45][CH2:44][CH2:43][O:42]2)[CH2:24]1)(=[O:21])[CH3:20] |f:1.2|. Reported procedure: To a solution of dimethyl (3,3-difluoro-2-oxoheptyl)phosphonate (1) (0.453 g, 1.75 mmol) in anhydrous THF (7 ml), sodium hydride (60%, dispersion in mineral oil, 70 mg, 1.75 mmol) was added and stirred for 15 minutes at room temperature. A solution of methyl 7-[(1R,2R,3R,5S)-5-acetoxy-2-formyl-3-(2-tetrahydropyranyloxy)cyclopentyl]heptanate (2) (0.175 g, 439 mmol) in anhydrous THF (3 ml) was added thereto, and the mixed solution was heat refluxed for approximately 4 hours. Only a trace amount of... Reactants: CC(C)N(CCC(c1ccccc1)c1cc(CCCCOc2ccc(CCNCC(O[Si](C)(C)C(C)(C)C)c3ccc(OCc4ccccc4)c4[nH]c(=O)ccc34)cc2)ccc1O)C(C)C, CO, O=C[O-], [NH4+], [OH-], [OH-], [Pd+2]. The product is CC(C)N(CCC(c1ccccc1)c1cc(CCCCOc2ccc(CCNCC(O[Si](C)(C)C(C)(C)C)c3ccc(O)c4[nH]c(=O)ccc34)cc2)ccc1O)C(C)C. As a reaction SMILES: [CH2:1]([c:2]1[cH:3][cH:4][cH:5][cH:6][cH:7]1)[O:8][c:9]1[cH:10][cH:11][c:12]([CH:20]([CH2:21][NH:22][CH2:23][CH2:24][c:25]2[cH:26][cH:27][c:28]([O:31][CH2:32][CH2:33][CH2:34][CH2:35][c:36]3[cH:37][c:38]([CH:43]([CH2:44][CH2:45][N:46]([CH:47]([CH3:48])[CH3:49])[CH:50]([CH3:51])[CH3:52])[c:53]4[cH:54][cH:55][cH:56][cH:57][cH:58]4)[c:39]([OH:42])[cH:40][cH:41]3)[cH:29][cH:30]2)[O:59][Si:60]([CH3:61])([CH3:62])[C:63]([CH3:64])([CH3:65])[CH3:66])[c:13]2[cH:14][cH:15][c:16](=[O:19])[nH:17][c:18]12.[CH3:71][OH:72].[CH:67]([O-:68])=[O:69].[NH4+:70].[OH-:73].[OH-:75].[Pd+2:74]>>[OH:8][c:9]1[cH:10][cH:11][c:12]([CH:20]([CH2:21][NH:22][CH2:23][CH2:24][c:25]2[cH:26][cH:27][c:28]([O:31][CH2:32][CH2:33][CH2:34][CH2:35][c:36]3[cH:37][c:38]([CH:43]([CH2:44][CH2:45][N:46]([CH:47]([CH3:48])[CH3:49])[CH:50]([CH3:51])[CH3:52])[c:53]4[cH:54][cH:55][cH:56][cH:57][cH:58]4)[c:39]([OH:42])[cH:40][cH:41]3)[cH:29][cH:30]2)[O:59][Si:60]([CH3:61])([CH3:62])[C:63]([CH3:64])([CH3:65])[CH3:66])[c:13]2[cH:14][cH:15][c:16](=[O:19])[nH:17][c:18]12. Starting materials: CC1(OC[C@@H]2[C@@H](O1)[C@H]([C@H](CO2)O)O)C ((−)-(4aR,7S,8S,8aS)-2,2-dimethyl-hexahydropyrano[3,2-d][1,3]dioxine-7,8-diol), Cl (HCl). The solvent is CO (MeOH). The product is OC[C@H]1OC[C@@H]([C@@H]([C@@H]1O)O)O ((+)-(2R,3S,4S,5S)-2-hydroxymethyl-tetrahydro-pyran-3,4,5-triol). RXN SMILES: CC1(C)[O:7][C@H:6]2[C@@H:8]([OH:13])[C@@H:9]([OH:12])[CH2:10][O:11][C@@H:5]2[CH2:4][O:3]1.Cl>CO>[OH:3][CH2:4][C@@H:5]1[C@@H:6]([OH:7])[C@@H:8]([OH:13])[C@@H:9]([OH:12])[CH2:10][O:11]1. Reported procedure: To a solution of (−)-(4aR,7S,8S,8aS)-2,2-dimethyl-hexahydropyrano[3,2-d][1,3]dioxine-7,8-diol (20 mg, 0.09 mmol) in MeOH (2 mL) was added a solution of methanolic HCl (0.5 mL, prepared from 0.5 mL conc. HCl in 30 mL of MeOH). The solution was stirred for 1H at ambient temperature and concentrated in vacuo. The reactants are NC1=NC=CC(=N1)C(=O)NC(C)C=1C=NC(=CC1)OCC(F)(F)F (2-amino-N-(1-(6-(2,2,2-trifluoroethoxy)pyridin-3-yl)ethyl)pyrimidine-4-carboxamide), C(CC)(=O)Cl (propionyl chloride). The product is C(CC)(=O)NC1=NC=CC(=N1)C(=O)NC(C)C=1C=NC(=CC1)OCC(F)(F)F (2-propionamido-N-(1-(6-(2,2,2-trifluoroethoxy)pyridin-3-yl)ethyl)pyrimidine-4-carboxamide). RXN SMILES: [NH2:1][C:2]1[N:7]=[C:6]([C:8]([NH:10][CH:11]([C:13]2[CH:14]=[N:15][C:16]([O:19][CH2:20][C:21]([F:24])([F:23])[F:22])=[CH:17][CH:18]=2)[CH3:12])=[O:9])[CH:5]=[CH:4][N:3]=1.[C:25](Cl)(=[O:28])[CH2:26][CH3:27]>>[C:25]([NH:1][C:2]1[N:7]=[C:6]([C:8]([NH:10][CH:11]([C:13]2[CH:14]=[N:15][C:16]([O:19][CH2:20][C:21]([F:23])([F:24])[F:22])=[CH:17][CH:18]=2)[CH3:12])=[O:9])[CH:5]=[CH:4][N:3]=1)(=[O:28])[CH2:26][CH3:27]. Procedure: The title compound is prepared from 2-amino-N-(1-(6-(2,2,2-trifluoroethoxy)pyridin-3-yl)ethyl)pyrimidine-4-carboxamide (20 mg, 0.06 mmol, Step-1, single enantiomer) and propionyl chloride (8 mg, 0.09 mmol) according to the procedure similar to that described in Step-2 of Example 8. Starting materials: ice, BrC1=C(C(=C(C=C1)[N+](=O)[O-])[N+](=O)[O-])C (1-bromo-2-methyl-3,4-dinitrobenzene), O.O.Cl[Sn]Cl (SnCl2.2H2O), CCOC(=O)C (EtOAc), C(=O)(O)[O-].[Na+] (NaHCO3). The solvent is CCO (EtOH). Reaction conditions: temperature 80 celsius. Yields the product BrC=1C(=C(C(=CC1)N)N)C (4-bromo-3-methyl-1,2-benzenediamine). Isolated yield 90.4%. As a reaction SMILES: [Br:1][C:2]1[CH:7]=[CH:6][C:5]([N+:8]([O-])=O)=[C:4]([N+:11]([O-])=O)[C:3]=1[CH3:14].O.O.Cl[Sn]Cl.CCOC(C)=O.C([O-])(O)=O.[Na+]>CCO>[Br:1][C:2]1[C:3]([CH3:14])=[C:4]([NH2:11])[C:5]([NH2:8])=[CH:6][CH:7]=1 |f:1.2.3,5.6|. Procedure details: A mixture of 154 (40 g, 154 mmol), SnCl2.2H2O (208 g, 920 mmol), EtOAc (300 mL) and EtOH (150 mL) was heated to 80° C. for 12 h, cooled to RT, poured into crushed ice (2 Kg) and the pH adjusted to pH 7-8 with solid NaHCO3. The solid was filtered and washed with EtOAc. The filtrate was thrice extracted with EtOAc. The combined extracts were washed with brine, dried (Na2SO4), filtered and concentrated in vacuo. The crude product was purified by SiO2 chromatography eluting with an EtOAc/hexane grad...